From a dataset of the Open Reaction Database (ORD), a public repository of structured organic reaction records. describe an organic reaction: reactants, conditions, products, and yield Starting materials: CC(C(=O)Cl)(C)C (Trimethylacetyl chloride), NC1=CC=C(C(=C1C(=O)OC)[N+](=O)[O-])Br (methyl 6-amino-3-bromo-2-nitro-benzoate). Solvent: N1=CC=CC=C1 (pyridine), C(Cl)Cl (DCM). Run at time 3 hour. The product is BrC=1C(=C(C(=O)OC)C(=CC1)NC(C(C)(C)C)=O)[N+](=O)[O-] (methyl 3-bromo-6-(2,2-dimethylpropionyl-amino)-2-nitrobenzoate). The yield is 90.7%. RXN SMILES: [CH3:1][C:2]([CH3:7])([CH3:6])[C:3](Cl)=[O:4].[NH2:8][C:9]1[C:14]([C:15]([O:17][CH3:18])=[O:16])=[C:13]([N+:19]([O-:21])=[O:20])[C:12]([Br:22])=[CH:11][CH:10]=1>N1C=CC=CC=1.C(Cl)Cl>[Br:22][C:12]1[C:13]([N+:19]([O-:21])=[O:20])=[C:14]([C:9]([NH:8][C:3](=[O:4])[C:2]([CH3:7])([CH3:6])[CH3:1])=[CH:10][CH:11]=1)[C:15]([O:17][CH3:18])=[O:16]. Procedure: Trimethylacetyl chloride (5.09 g) was added to a solution of methyl 6-amino-3-bromo-2-nitro-benzoate (prepared according to Brock et al Tertrahedron, 1963, 19, 1911, 7.74 g) in pyridine (40 mL) and DCM (40 mL) and left to stand at room temperature for 3 hours. The mixture was concentrated in vacuo and the residue was dissolved in DCM and 1M hydrochloric acid and filtered through a phase separator. The filtrate was concentrated in vacuo and the residue was triturated with pentane. The solid was f... Starting materials: C(C)#N (acetonitrile), cyclic ketone, C1=CC=CC2=C1CC1CCC(C2)C1=O (5,6,7,8,9,10-hexahydro-6,9-methanobenzocyclooctene-11-one), substituted xylene, BrCC=1C(=CC=CC1)CBr (α,α'-dibromo xylene), α,α'-dihalo xylene. The product is pyrrolidine enamine, C1(CCCC1)=O (cyclopentanone), C1(CCCCC1)=O (cyclohexanone), C1=CC=CC2=C1C=C1C=CC(=C2)C1=O (6,9-methanobenzocyclooctene-11-one), C1=CC=CC2=C1C(C=CC=CC=C2)=O (benzocyclononen-11-one). RXN SMILES: [CH:1]1[C:6]2[CH2:7][CH:8]3[C:13](=[O:14])[CH:11]([CH2:12][C:5]=2[CH:4]=[CH:3][CH:2]=1)[CH2:10][CH2:9]3.BrC[C:17]1[C:18](CBr)=[CH:19][CH:20]=[CH:21][CH:22]=1.[C:25](#N)[CH3:26]>>[C:13]1(=[O:14])[CH2:8][CH2:9][CH2:10][CH2:11]1.[C:17]1(=[O:14])[CH2:18][CH2:19][CH2:20][CH2:21][CH2:22]1.[CH:4]1[C:5]2[CH:12]=[C:11]3[C:13](=[O:14])[C:8](=[CH:7][C:6]=2[CH:1]=[CH:2][CH:3]=1)[CH:9]=[CH:10]3.[CH:12]1[C:11]2[C:13](=[O:14])[CH:8]=[CH:7][CH:6]=[CH:1][CH:2]=[CH:25][C:26]=2[CH:3]=[CH:4][CH:5]=1. Procedure: The starting materials are 5,6,7,8,9,10-hexahydro-6,9-methanobenzocyclooctene-11-one and are readily prepared by the reaction of α,α'-dihalo xylene or an appropriately substituted xylene and a cyclic ketone derivative. Thus, for example, reaction of α,α'-dibromo xylene and the pyrrolidine enamine of cyclopentanone or cyclohexanone in an aprotic such as acetonitrile produces the desired 6,9-methanobenzocyclooctene-11-one of the corresponding benzocyclononen-11-one. In order to introduce the pheno...